This data is from the Open Reaction Database (ORD), a public repository of structured organic reaction records. The task is: describe an organic reaction: reactants, conditions, products, and yield Starting materials: S(=O)(Cl)Cl (thionyl chloride), ClC1=C(SC=C1)C(=O)O (3-chloro-2-thiophenecarboxylic acid). The solvent is C1(=CC=CC=C1)C (toluene). Yields the product ClC1=C(SC=C1)C(=O)Cl (3-chloro-2-thiophenecarbonyl chloride). As a reaction SMILES: S(Cl)([Cl:3])=O.[Cl:5][C:6]1[CH:10]=[CH:9][S:8][C:7]=1[C:11]([OH:13])=O>C1(C)C=CC=CC=1>[Cl:5][C:6]1[CH:10]=[CH:9][S:8][C:7]=1[C:11]([Cl:3])=[O:13]. Procedure: Excess thionyl chloride (3.5 ml, 48.0 mmoles) was added to 0.85 g (5.2 mmoles) of 3-chloro-2-thiophenecarboxylic acid (prepared according to Corral, C., et al., Heterocycles 23:1431 (1985)) dissolved in 50 ml of toluene and stirring at room temperature. After addition the solution was refluxed for 3 hours to form 3-chloro-2-thiophenecarbonyl chloride. Concentration of the reaction solution gave the acid chloride as a white solid. The acid chloride was then dissolved in 4 ml of N,N-dimethylformam... The reactants are C1N([C@@H](CC12CCNCC2)C(=O)OCC)C(=O)OCC2=CC=CC=C2 ((S)-2-Benzyl 3-ethyl 2,8-diazaspiro[4.5]decane-2,3-dicarboxylate), Cl.O1CCOCC1 (HCl dioxane). Yields the product Cl.C1N([C@@H](CC12CCNCC2)C(=O)OCC)C(=O)OCC2=CC=CC=C2 ((S)-2-benzyl 3-ethyl 2,8-diazaspiro[4.5]decane-2,3-dicarboxylate hydrochloride). As a reaction SMILES: [CH2:1]1[C:5]2([CH2:10][CH2:9][NH:8][CH2:7][CH2:6]2)[CH2:4][C@@H:3]([C:11]([O:13][CH2:14][CH3:15])=[O:12])[N:2]1[C:16]([O:18][CH2:19][C:20]1[CH:25]=[CH:24][CH:23]=[CH:22][CH:21]=1)=[O:17].[ClH:26].O1CCOCC1>>[ClH:26].[CH2:1]1[C:5]2([CH2:6][CH2:7][NH:8][CH2:9][CH2:10]2)[CH2:4][C@@H:3]([C:11]([O:13][CH2:14][CH3:15])=[O:12])[N:2]1[C:16]([O:18][CH2:19][C:20]1[CH:21]=[CH:22][CH:23]=[CH:24][CH:25]=1)=[O:17] |f:1.2,3.4|. Reported procedure: (S)-2-Benzyl 3-ethyl 2,8-diazaspiro[4.5]decane-2,3-dicarboxylate (2.4 g, 6.9 mmol) in HCl/dioxane (50 mL, 3.3 N) was stirred for 2 h at RT. The solvent was then removed in vacuo to provide (S)-2-benzyl 3-ethyl 2,8-diazaspiro[4.5]decane-2,3-dicarboxylate hydrochloride which was used directly without further purification. The reactants are C1=CC=CC=2NCC3=C(CC21)C=CC=C3 (6,11-dihydro-5H-dibenz[b,e]azepine), ClCCC(=O)Cl (3-Chloropropionyl chloride), [OH-].[Na+] (sodium hydroxide). Solvent: C1(=CC=CC=C1)C (toluene), C1(=CC=CC=C1)C (toluene). Reaction conditions: temperature 95 celsius. Product: ClCCC(=O)N1C2=C(CC3=C(C1)C=CC=C3)C=CC=C2 (3-chloro-1-(6,11-dihydro-5H-dibenz[b,e]azepin-5-yl)-1-propanone). As a reaction SMILES: [CH:1]1[C:11]2[CH2:10][C:9]3[CH:12]=[CH:13][CH:14]=[CH:15][C:8]=3[CH2:7][NH:6][C:5]=2[CH:4]=[CH:3][CH:2]=1.[Cl:16][CH2:17][CH2:18][C:19](Cl)=[O:20].[OH-].[Na+]>C1(C)C=CC=CC=1>[Cl:16][CH2:17][CH2:18][C:19]([N:6]1[CH2:7][C:8]2[CH:15]=[CH:14][CH:13]=[CH:12][C:9]=2[CH2:10][C:11]2[CH:1]=[CH:2][CH:3]=[CH:4][C:5]1=2)=[O:20] |f:2.3|. Procedure: In a 100 ml round bottom flask equipped with magnetically stirring, thermometer, reflux condenser and addition funnel, 6,11-dihydro-5H-dibenz[b,e]azepine (1.0 g, 5,1 mmol, prepared in a similar way as described in Coll. Czech. Chem. Commun., 23, 1958, 1330) was dissolved in dry toluene (25 ml). 3-Chloropropionyl chloride (0.78 g, 6,1 mmol) was added slowly. When addition was complete, the reaction mixture was heated at 95° C. for 30 minutes and then allowed to cool to room temperature. With stir... Starting materials: C(C)(C)(C)S(=O)\N=C\C1=C(C=C2CCCCN12)C(=O)OC ((E)-Methyl 3-((tert-Butylsulfinylimino)methyl)-5,6,7,8-tetrahydroindolizine-2-carboxylate), [BH4-].[Na+] (NaBH4), CO (methanol). Run in O (water). Reaction conditions: time 1 hour. Yields the product CC(C)(S(=O)NCC1=C(C=C2CCCCN12)C(=O)OC)C (Methyl 3-((1,1-Dimethylethylsulfinamido)methyl)-5,6,7,8-tetrahydroindolizine-2-carboxylate). Yield: 97.5%. RXN SMILES: [C:1]([S:5](/[N:7]=[CH:8]/[C:9]1[N:17]2[C:12]([CH2:13][CH2:14][CH2:15][CH2:16]2)=[CH:11][C:10]=1[C:18]([O:20][CH3:21])=[O:19])=[O:6])([CH3:4])([CH3:3])[CH3:2].[BH4-].[Na+].CO>O>[CH3:3][C:1]([CH3:4])([S:5]([NH:7][CH2:8][C:9]1[N:17]2[C:12]([CH2:13][CH2:14][CH2:15][CH2:16]2)=[CH:11][C:10]=1[C:18]([O:20][CH3:21])=[O:19])=[O:6])[CH3:2] |f:1.2|. Procedure details: A 250-mL single-neck round-bottomed flask equipped with a magnetic stirrer was charged with 238a (4.0 g, 12.8 mmol, 1.0 eq.), NaBH4 (2.9 g, 76.9 mmol, 6.0 eq.), and methanol (100 mL). The reaction mixture was stirred at room temperature for 1 h. After this time water (50 mL) was added to the reaction and the resulting mixture was concentrated under reduced pressure. The residue was extracted with dichloromethane (3×50 mL). The combined organic layer was evaporated under reduced pressure to affor... Reactants: ClC1=CC=2[C@@H](CNS(C2S1)(=O)=O)O ((S)-3,4-Dihydro-6-chloro-4-hydroxy-2H-thieno[3,2-e]-1,2-thiazine-1,1-dioxide), C([O-])([O-])=O.[K+].[K+] (potassium carbonate), 5-L, BrCCCOC (1-Bromo-3-methoxypropane), [Cl-].[Na+] (sodium chloride). The solvent is CS(=O)C (dimethylsulfoxide). Run at time 1 hour. Yields the product ClC1=CC=2[C@@H](CN(S(C2S1)(=O)=O)CCCOC)O ((S)-3,4-dihydro-6-chloro-4-hydroxy-2-(3-methoxypropyl)-2H-thieno[3,2-e]-1,2-thiazine-1,1-dioxide). Isolated yield 93.8%. RXN SMILES: [Cl:1][C:2]1[S:10][C:9]2[S:8](=[O:12])(=[O:11])[NH:7][CH2:6][C@@H:5]([OH:13])[C:4]=2[CH:3]=1.C(=O)([O-])[O-].[K+].[K+].Br[CH2:21][CH2:22][CH2:23][O:24][CH3:25].[Cl-].[Na+]>CS(C)=O>[Cl:1][C:2]1[S:10][C:9]2[S:8](=[O:11])(=[O:12])[N:7]([CH2:21][CH2:22][CH2:23][O:24][CH3:25])[CH2:6][C@@H:5]([OH:13])[C:4]=2[CH:3]=1 |f:1.2.3,5.6|. Procedure details: A 5-L, 4-necked flask equipped with a mechanical stirrer, a thermometer, and a 250-mL addition funnel was charged with (S)-3,4-dihydro-6-chloro-4-hydroxy-2H-thieno[3,2-e]-1,2-thiazine-1,1-dioxide (5, 350 g, 1.46 mol), dimethylsulfoxide (1.75 L), and potassium carbonate (605 g, 4.38 mol). 1-Bromo-3-methoxypropane (268 g, 1.75 mol, 1.2 eq) was added via the addition funnel in eight equal portions spaced 1 hour apart. Each addition caused a small rise in temperature, amounting to a 10° C. increase ... The reactants are COc1ccc(N2CCC(CCO)CC2)nn1, ClCCl, O, O=S(Cl)Cl. Yields the product COc1ccc(N2CCC(CCCl)CC2)nn1. As a reaction SMILES: [CH3:1][O:2][c:3]1[cH:4][cH:5][c:6]([N:9]2[CH2:10][CH2:11][CH:12]([CH2:15][CH2:16][OH:17])[CH2:13][CH2:14]2)[n:7][n:8]1.[Cl:18][CH2:19][Cl:20].[OH2:25].[S:21]([Cl:22])([Cl:23])=[O:24]>>[CH3:1][O:2][c:3]1[cH:4][cH:5][c:6]([N:9]2[CH2:10][CH2:11][CH:12]([CH2:15][CH2:16][Cl:18])[CH2:13][CH2:14]2)[n:7][n:8]1.